Dataset: the Open Reaction Database (ORD), a public repository of structured organic reaction records. Task: describe an organic reaction: reactants, conditions, products, and yield The reactants are B.CSC (borane dimethyl sulphide), O1CCCC1 (tetrahydrofuran), C(C)(=O)[C-]1C=CC=C1.[CH-]1C=CC=C1.[Fe+2] (acetylferrocene), O (water), O1CCCC1 (tetrahydrofuran). Run in COC(C)(C)C (tert-butyl methyl ether). Run at time 30 minute. Product: O[C@H](C)[C-]1C=CC=C1.[CH-]1C=CC=C1.[Fe+2] ((R)-(1-Hydroxyethyl)ferrocene). As a reaction SMILES: O1CCCC1.[C:6]([C-:9]1[CH:13]=[CH:12][CH:11]=[CH:10]1)(=[O:8])[CH3:7].[CH-:14]1[CH:18]=[CH:17][CH:16]=[CH:15]1.[Fe+2:19].B.CSC.O>COC(C)(C)C>[OH:8][C@@H:6]([C-:9]1[CH:13]=[CH:12][CH:11]=[CH:10]1)[CH3:7].[CH-:14]1[CH:18]=[CH:17][CH:16]=[CH:15]1.[Fe+2:19] |f:1.2.3,4.5,8.9.10|. Procedure details: Subsequently, 1.0 l of tetrahydrofuran and 750 g (3.29 mol) of acetylferrocene (dried overnight at 40° C. in vacuo) were added to the catalyst solution thus obtained and dissolved by further addition of 1.0 l of tetrahydrofuran. The amount of catalyst was thus 6.8 mol%. At 20°-25° C., a further 145 ml of borane-dimethyl sulphide adduct (1.75 mol altogether) was added dropwise and uniformly over a period of 3 hours. After stirring for a further 30 minutes, the reaction mixture was hydrolysed whil... Reactants: CN(C)C=O, CC(=O)O, O=C(O)c1ccc(Cl)nc1, [H-], [Na+], O, OC1CCCCC1. The product is O=C(O)c1ccc(OC2CCCCC2)nc1. RXN SMILES: [CH3:1][N:2]([CH3:3])[CH:4]=[O:5].[CH3:25][C:26](=[O:27])[OH:28].[Cl:6][c:7]1[n:8][cH:9][c:10]([C:11](=[O:12])[OH:13])[cH:14][cH:15]1.[H-:23].[Na+:24].[OH2:29].[OH:16][CH:17]1[CH2:18][CH2:19][CH2:20][CH2:21][CH2:22]1>>[c:7]1([O:16][CH:17]2[CH2:18][CH2:19][CH2:20][CH2:21][CH2:22]2)[n:8][cH:9][c:10]([C:11](=[O:12])[OH:13])[cH:14][cH:15]1.